From a dataset of the Open Reaction Database (ORD), a public repository of structured organic reaction records. describe an organic reaction: reactants, conditions, products, and yield Reactants: C([O-])(O)=O.[Na+] (sodium bicarbonate), Cl.NO (hydroxylamine hydrochloride), FC(C(OC1=CC(=NC=C1)C#N)C)(F)F (4-(2,2,2-trifluoro-1-methylethoxy)pyridine-2-carbonitrile). Solvent: C(C)O (ethanol). Reaction conditions: time 8 hour. Yields the product FC(C(OC1=CC(=NC=C1)C(=O)N)C)(F)F (4-(2,2,2-trifluoro-1-methylethoxy)pyridine-2-carboxamide). The yield is 94.2%. RXN SMILES: C(=O)(O)[O-:2].[Na+].Cl.NO.[F:9][C:10]([F:23])([F:22])[CH:11]([CH3:21])[O:12][C:13]1[CH:18]=[CH:17][N:16]=[C:15]([C:19]#[N:20])[CH:14]=1>C(O)C>[F:23][C:10]([F:9])([F:22])[CH:11]([CH3:21])[O:12][C:13]1[CH:18]=[CH:17][N:16]=[C:15]([C:19]([NH2:20])=[O:2])[CH:14]=1 |f:0.1,2.3|. Reported procedure: To 4 ml of ethanol were added 0.38 g of sodium bicarbonate and 0.32 g of hydroxylamine hydrochloride, and the mixture was heated to reflux for 1 hour. After allowing to cool, 0.49 g of 4-(2,2,2-trifluoro-1-methylethoxy)pyridine-2-carbonitrile was added at room temperature, and the mixture was stirred for 8 hours, and concentrated. To the residue was added water, the resultant solution was extracted with ethyl acetate three times, and the organic layers were combined, washed with an aqueous satur...